From a dataset of the Open Reaction Database (ORD), a public repository of structured organic reaction records. describe an organic reaction: reactants, conditions, products, and yield The reactants are C(C)(=O)OCC (ethyl acetate), ClC1=CC=C(C(=O)N2CC(NC3=C(C2)C=CC=C3)=O)C=C1 (4-(4-chlorobenzoyl)-1,3,4,5-tetrahydrobenzo[e][1,4]diazepin-2-on), BrCC(=O)OC(C)(C)C (t-butyl bromoacetate), [H-].[Na+] (sodium hydride). Run in CN(C)C=O (DMF). Reaction conditions: time 30 minute. Product: ClC1=CC=C(C(=O)N2CC(N(C3=C(C2)C=CC=C3)CC(=O)OC(C)(C)C)=O)C=C1 (t-butyl [4-(4-chlorobenzoyl)-2-oxo-2,3,4,5-tetrahydrobenzo[e][1,4]diazepin-1-yl]acetate). Reaction SMILES: [Cl:1][C:2]1[CH:21]=[CH:20][C:5]([C:6]([N:8]2[CH2:14][C:13]3[CH:15]=[CH:16][CH:17]=[CH:18][C:12]=3[NH:11][C:10](=[O:19])[CH2:9]2)=[O:7])=[CH:4][CH:3]=1.[H-].[Na+].Br[CH2:25][C:26]([O:28][C:29]([CH3:32])([CH3:31])[CH3:30])=[O:27].C(OCC)(=O)C>CN(C=O)C>[Cl:1][C:2]1[CH:21]=[CH:20][C:5]([C:6]([N:8]2[CH2:14][C:13]3[CH:15]=[CH:16][CH:17]=[CH:18][C:12]=3[N:11]([CH2:25][C:26]([O:28][C:29]([CH3:32])([CH3:31])[CH3:30])=[O:27])[C:10](=[O:19])[CH2:9]2)=[O:7])=[CH:4][CH:3]=1 |f:1.2|. Reported procedure: 400 mg (1.3 mmol) of [4-(4-chlorobenzoyl)-1,3,4,5-tetrahydrobenzo[e][1,4]diazepin-2-on was dissolved in 10 ml of DMF. 59 mg (1.4 mmol) of sodium hydride was added to the obtained solution, and they were stirred at room temperature for 30 minutes. 380 mg (2.0 mmol) of t-butyl bromoacetate was added to the obtained mixture, and they were stirred at room temperature for 4 hours. After the treatment with ethyl acetate as the extracting solvent by an ordinary method, the crude product was obtained. T... The reactants are O1CCC(C2=CC=CC=C12)=O (4-chromanone), [BH4-].[Na+] (NaBH4). Run in CO (MeOH). Reaction conditions: time 1 hour. The product is O1CCC(C2=CC=CC=C12)O (chroman-4-ol). Isolated yield 956.5%. Reaction SMILES: [O:1]1[C:10]2[C:5](=[CH:6][CH:7]=[CH:8][CH:9]=2)[C:4](=[O:11])[CH2:3][CH2:2]1.[BH4-].[Na+]>CO>[O:1]1[C:10]2[C:5](=[CH:6][CH:7]=[CH:8][CH:9]=2)[CH:4]([OH:11])[CH2:3][CH2:2]1 |f:1.2|. Reported procedure: To a MeOH (250 ml) solution of 4-chromanone (16.6 g, 11 mmol), at 0° C., was added NaBH4 (5.5 g, 145 mmol) in 1 g portions over a 30 min. period. After complete addition the mixture was stirred for 1 h with spontaneous warming. The reaction was quenched with the slow addition of aq. NH4Cl (100 ml). The MeOH was removed in vacuo and the residue extracted with Et2O (2×100 ml). The organic layers were dried over MgSO4 and treated with activated carbon. After filtration the Et2O was removed in vacuo... Starting materials: [N+](=O)([O-])C1=C(C=CC=C1)S(=O)(=O)NC1CCN(CC1)CC1=CC=CC=C1 (2-nitro-N-[1-(phenylmethyl)-4-piperidinyl]-benzenesulphonic acid amide), O.O.S(=O)([O-])S(=O)[O-].[Na+].[Na+] (sodium dithionite-dihydrate). Solvent: C(C)O (ethanol), O (water). Product: NC1=C(C=CC=C1)S(=O)(=O)NC1CCN(CC1)CC1=CC=CC=C1 (2-amino-N-[1-(phenylmethyl)-4-piperidinyl]-benzenesulphonic acid amide). RXN SMILES: [N+:1]([C:4]1[CH:9]=[CH:8][CH:7]=[CH:6][C:5]=1[S:10]([NH:13][CH:14]1[CH2:19][CH2:18][N:17]([CH2:20][C:21]2[CH:26]=[CH:25][CH:24]=[CH:23][CH:22]=2)[CH2:16][CH2:15]1)(=[O:12])=[O:11])([O-])=O.O.O.S(S([O-])=O)([O-])=O.[Na+].[Na+]>C(O)C.O>[NH2:1][C:4]1[CH:9]=[CH:8][CH:7]=[CH:6][C:5]=1[S:10]([NH:13][CH:14]1[CH2:15][CH2:16][N:17]([CH2:20][C:21]2[CH:26]=[CH:25][CH:24]=[CH:23][CH:22]=2)[CH2:18][CH2:19]1)(=[O:12])=[O:11] |f:1.2.3.4.5|. Procedure: To a solution of 75.0 g (0.2 mol) of 2-nitro-N-[1-(phenylmethyl)-4-piperidinyl]-benzenesulphonic acid amide in 2.0 l ethanol was added dropwise, at room temperature, a solution of 174.0 g ( 0.828 mol) of sodium dithionite-dihydrate in 700 ml of water. After the heat of the exothermic reaction had died away the mixture was refluxed for 4.5 hours, then the ethanol was distilled off and the aqueous phase remaining was extracted thoroughly with dichloromethane. Starting materials: CCOC(OCC)P(C)(=O)OCC, [Li]CCCC, CCCCCC, CC(C)NC(C)C, [Cl-], O=[N+]([O-])C=Cc1ccc(Cl)cc1, [NH4+], C1CCOC1. The product is CCOC(OCC)P(=O)(CC(C[N+](=O)[O-])c1ccc(Cl)cc1)OCC. As a reaction SMILES: [CH2:13]([CH3:14])[O:15][CH:16]([O:17][CH2:18][CH3:19])[P:20]([O:21][CH2:22][CH3:23])(=[O:24])[CH3:25].[CH2:8]([Li:9])[CH2:10][CH2:11][CH3:12].[CH3:45][CH2:46][CH2:47][CH2:48][CH2:49][CH3:50].[CH:1]([NH:2][CH:3]([CH3:4])[CH3:5])([CH3:6])[CH3:7].[Cl-:38].[Cl:26][c:27]1[cH:28][cH:29][c:30]([CH:31]=[CH:32][N+:33](=[O:34])[O-:35])[cH:36][cH:37]1.[NH4+:39].[O:40]1[CH2:41][CH2:42][CH2:43][CH2:44]1>>[CH2:13]([CH3:14])[O:15][CH:16]([O:17][CH2:18][CH3:19])[P:20]([O:21][CH2:22][CH3:23])(=[O:24])[CH2:25][CH:31]([c:30]1[cH:29][cH:28][c:27]([Cl:26])[cH:37][cH:36]1)[CH2:32][N+:33](=[O:34])[O-:35]. Starting materials: O1COC2=C1C=CC(=C2)S(=O)(=O)N(C[C@H]([C@H](CC2=CC=C(C=C2)OCCCO[Si](C)(C)C(C)(C)C)NC(O[C@H]2CO[C@H]1OCC[C@H]12)=O)O)CC(C)C ((3R,3aS,6aR)-Hexahydro-furo[2,3-b]furan-3-yl (1S,2R)-3-[(1,3-benzodioxol-5-ylsulfonyl)(isobutyl)amino]-1-[4-(3-{[tert-butyl(dimethyl)silyl]oxy}propoxy)benzyl]-2-hydroxypropylcarbamate), [F-].C(CCC)[N+](CCCC)(CCCC)CCCC.O1CCCC1.C(C)(=O)O (tetra-n-butyl ammonium fluoride tetrahydrofuran acetic acid). The product is O1COC2=C1C=CC(=C2)S(=O)(=O)N(C[C@H]([C@H](CC2=CC=C(C=C2)OCCCO)NC(O[C@H]2CO[C@H]1OCC[C@H]12)=O)O)CC(C)C ((3R,3aS,6aR)-Hexahydrofuro[2,3-b]furan-3-yl (1S,2R)-3-[(1,3-benzodioxol-5-ylsulfonyl)(isobutyl)amino]-2-hydroxy-1-[4-(3-hydroxypropoxy)benzyl]propylcarbamate). RXN SMILES: [O:1]1[C:5]2[CH:6]=[CH:7][C:8]([S:10]([N:13]([CH2:49][CH:50]([CH3:52])[CH3:51])[CH2:14][C@@H:15]([OH:48])[C@@H:16]([NH:36][C:37](=[O:47])[O:38][C@@H:39]3[C@H:46]4[C@H:42]([O:43][CH2:44][CH2:45]4)[O:41][CH2:40]3)[CH2:17][C:18]3[CH:23]=[CH:22][C:21]([O:24][CH2:25][CH2:26][CH2:27][O:28][Si](C(C)(C)C)(C)C)=[CH:20][CH:19]=3)(=[O:12])=[O:11])=[CH:9][C:4]=2[O:3][CH2:2]1.[F-].C([N+](CCCC)(CCCC)CCCC)CCC.O1CCCC1.C(O)(=O)C>>[O:1]1[C:5]2[CH:6]=[CH:7][C:8]([S:10]([N:13]([CH2:49][CH:50]([CH3:52])[CH3:51])[CH2:14][C@@H:15]([OH:48])[C@@H:16]([NH:36][C:37](=[O:47])[O:38][C@@H:39]3[C@H:46]4[C@H:42]([O:43][CH2:44][CH2:45]4)[O:41][CH2:40]3)[CH2:17][C:18]3[CH:23]=[CH:22][C:21]([O:24][CH2:25][CH2:26][CH2:27][OH:28])=[CH:20][CH:19]=3)(=[O:12])=[O:11])=[CH:9][C:4]=2[O:3][CH2:2]1 |f:1.2.3.4|. Procedure details: (3R,3aS,6aR)-Hexahydro-furo[2,3-b]furan-3-yl (1S,2R)-3-[(1,3-benzodioxol-5-ylsulfonyl)(isobutyl)amino]-1-[4-(3-{[tert-butyl(dimethyl)silyl]oxy}propoxy)benzyl]-2-hydroxypropylcarbamate was treated with 1M tetra-n-butyl ammonium fluoride/tetrahydrofuran/acetic acid as described in step b (Example 213) to afford the title compound as a white solid. 1H NMR (DMSO-d6): δ 0.78 (3H, d), 0.82 (3H, d), 1.2 (1H, dd), 1.38 (1H, quintuplet), 1.8 (2H, quintuplet), 1.9-2.0 (1H, m), 2.38 (1H, t), 2.6-2.8 (3H, m... Reactants: ClC1=NC=C(C(=N1)NC)[N+](=O)[O-] (2-chloro-4-(methylamino)-5-nitropyrimidine), C(C)N(CCOC1=CC=C(N)C=C1)CC (4-[2-(diethylamino)ethoxy]aniline). Run in C1CCOC1 (THF), CC(C)O (2-propanol). Yields the product C(C)N(CCOC1=CC=C(C=C1)NC1=NC=C(C(=N1)NC)[N+](=O)[O-])CC (2-[[4-[2-(Diethylamino)ethoxy]phenyl]amino]-4-(methylamino)-5-nitropyrimidine). Isolated yield 79.9%. As a reaction SMILES: Cl[C:2]1[N:7]=[C:6]([NH:8][CH3:9])[C:5]([N+:10]([O-:12])=[O:11])=[CH:4][N:3]=1.[CH2:13]([N:15]([CH2:26][CH3:27])[CH2:16][CH2:17][O:18][C:19]1[CH:25]=[CH:24][C:22]([NH2:23])=[CH:21][CH:20]=1)[CH3:14]>C1COCC1.CC(O)C>[CH2:26]([N:15]([CH2:13][CH3:14])[CH2:16][CH2:17][O:18][C:19]1[CH:20]=[CH:21][C:22]([NH:23][C:2]2[N:7]=[C:6]([NH:8][CH3:9])[C:5]([N+:10]([O-:12])=[O:11])=[CH:4][N:3]=2)=[CH:24][CH:25]=1)[CH3:27]. Procedure: To a solution of 1.89 g (10 mmol) of 2-chloro-4-(methylamino)-5-nitropyrimidine in 100 mL THF at −78° C. is added a solution of 2.48 g (12 mmol) of 4-[2-(diethylamino)ethoxy]aniline in 100 mL of 2-propanol, and the resulting mixture is allowed to warm slowly to room temperature. The precipitate is collected, washed with 2-propanol, and dissolved in water. After being filtered through celite, the aqueous solution is basified with aqueous ammonia, and the resulting precipitate is collected, washed...